This data is from the Open Reaction Database (ORD), a public repository of structured organic reaction records. The task is: describe an organic reaction: reactants, conditions, products, and yield The reactants are CC(C)(C)OC(=O)N1CCCC1C(=O)O (Boc-Pro-OH), Cc1ccc(I)cc1 (1-iodo,4-methylbenzene). Reagents/catalysts: [Cs+].[Cs+].[O-]C([O-])=O (CsCO3), CC(C)(C)C1=CC(=NC=C1)C2=NC=CC(=C2)C(C)(C)C (4,4-di-tert-butyl-2,2-bipyridyl), COCCOC.Cl[Ni]Cl (NiCl2-glyme), CC(C)(C)C1=CC2=N(->[Ir+]34(<-N5=CC(C(F)(F)F)=CC=C5C5=C(F)C=C(F)C=C53)(<-N3=CC(C(F)(F)F)=CC=C3C3=C(F)C=C(F)C=C34)<-N3=C2C=C(C(C)(C)C)C=C3)C=C1.F[P-](F)(F)(F)(F)F (Ir[dF(CF3)ppy]2(dtbbpy)PF6). Run in CN(C)C=O (DMF). Conditions: temperature 23 celsius, time 72 hour. The product is Cc1ccc(C2CCCN2C(=O)OC(C)(C)C)cc1. Isolated yield 78.0%. Procedure: Prior to irradiation, the reaction mixture was degassed by bubbling argon for 20 minutes The reactants are CCn1c(C)nc2c(C(=O)NC(C)(C(N)=O)C(C)C)c(C(=O)O)ccc21, Cl, [Na+], [OH-], O. The product is CCn1c(C)nc2c(C3=NC(C)(C(C)C)C(=O)N3)c(C(=O)O)ccc21. Reaction SMILES: [C:1]([NH2:2])(=[O:3])[C:4]([CH:5]([CH3:6])[CH3:7])([CH3:8])[NH:9][C:10](=[O:11])[c:12]1[c:13]([C:24](=[O:25])[OH:26])[cH:14][cH:15][c:16]2[n:17]([CH2:22][CH3:23])[c:18]([CH3:21])[n:19][c:20]12.[ClH:29].[Na+:28].[OH-:27].[OH2:30]>>[C:1]1(=[O:3])[NH:2][C:10]([c:12]2[c:13]([C:24](=[O:25])[OH:26])[cH:14][cH:15][c:16]3[n:17]([CH2:22][CH3:23])[c:18]([CH3:21])[n:19][c:20]23)=[N:9][C:4]1([CH:5]([CH3:6])[CH3:7])[CH3:8]. The reactants are BrCCOCc1ccc2ccccc2c1, CC#N, ClC(Cl)Cl, OC(c1ccccc1)(c1ccccc1)C12CCN(CC1)CC2. Yields the product [Br-], OC(c1ccccc1)(c1ccccc1)C12CC[N+](CCOCc3ccc4ccccc4c3)(CC1)CC2. As a reaction SMILES: [Br:23][CH2:24][CH2:25][O:26][CH2:27][c:28]1[cH:29][c:30]2[cH:31][cH:32][cH:33][cH:34][c:35]2[cH:36][cH:37]1.[CH3:38][C:39]#[N:40].[Cl:41][CH:42]([Cl:43])[Cl:44].[N:1]12[CH2:2][CH2:3][C:4]([C:9]([OH:10])([c:11]3[cH:12][cH:13][cH:14][cH:15][cH:16]3)[c:17]3[cH:18][cH:19][cH:20][cH:21][cH:22]3)([CH2:5][CH2:6]1)[CH2:7][CH2:8]2>>[Br-:23].[N+:1]12([CH2:24][CH2:25][O:26][CH2:27][c:28]3[cH:29][c:30]4[cH:31][cH:32][cH:33][cH:34][c:35]4[cH:36][cH:37]3)[CH2:2][CH2:3][C:4]([C:9]([OH:10])([c:11]3[cH:12][cH:13][cH:14][cH:15][cH:16]3)[c:17]3[cH:18][cH:19][cH:20][cH:21][cH:22]3)([CH2:5][CH2:6]1)[CH2:7][CH2:8]2. Run in CN(C)C=O (DMF), C(C)(=O)OCC (ethyl acetate). Reaction conditions: temperature 55 celsius, time 16 hour. Reaction SMILES: [CH2:1]([O:3][C:4](=[O:22])[C:5]([CH3:21])([O:14][C:15]1[CH:20]=[CH:19][CH:18]=[CH:17][CH:16]=1)[CH2:6][C:7]1[CH:12]=[CH:11][C:10]([OH:13])=[CH:9][CH:8]=1)[CH3:2].[F:23][C:24]1[CH:29]=[CH:28][C:27]([C:30]2[CH:35]=[CH:34][CH:33]=[C:32]([C:36]3[O:37][C:38]([CH3:54])=[C:39]([CH2:41][CH2:42]OS(C4C=CC(C)=CC=4)(=O)=O)[N:40]=3)[CH:31]=2)=[CH:26][CH:25]=1.C([O-])([O-])=O.[Cs+].[Cs+]>CN(C=O)C.C(OCC)(=O)C>[CH2:1]([O:3][C:4](=[O:22])[C:5]([CH3:21])([O:14][C:15]1[CH:20]=[CH:19][CH:18]=[CH:17][CH:16]=1)[CH2:6][C:7]1[CH:12]=[CH:11][C:10]([O:13][CH2:42][CH2:41][C:39]2[N:40]=[C:36]([C:32]3[CH:31]=[C:30]([C:27]4[CH:26]=[CH:25][C:24]([F:23])=[CH:29][CH:28]=4)[CH:35]=[CH:34][CH:33]=3)[O:37][C:38]=2[CH3:54])=[CH:9][CH:8]=1)[CH3:2] |f:2.3.4|. The product is C(C)OC(C(CC1=CC=C(C=C1)OCCC=1N=C(OC1C)C=1C=C(C=CC1)C1=CC=C(C=C1)F)(OC1=CC=CC=C1)C)=O (3-(4-{2-[2-(4′-Fluorobiphenyl-3-yl)-5-methyloxazol-4-yl]ethoxy}phenyl)-2-methyl-2-phenoxypropionic acid ethyl ester). The reactants are C(C)OC(C(CC1=CC=C(C=C1)O)(OC1=CC=CC=C1)C)=O (3-(4-Hydroxyphenyl)-2-methyl-2-phenoxypropionic acid ethyl ester), FC1=CC=C(C=C1)C1=CC(=CC=C1)C=1OC(=C(N1)CCOS(=O)(=O)C1=CC=C(C=C1)C)C (toluene-4-sulfonic acid 2-[2-(4′-fluorobiphenyl-3-yl)-5-methyloxazol-4-yl]ethyl ester), C(=O)([O-])[O-].[Cs+].[Cs+] (Cs2CO3). Procedure details: 3-(4-Hydroxyphenyl)-2-methyl-2-phenoxypropionic acid ethyl ester (495 mg, 1.7 mmol) (see Ex. 1, Part C), toluene-4-sulfonic acid 2-[2-(4′-fluorobiphenyl-3-yl)-5-methyloxazol-4-yl]ethyl ester (2.2 mmol) and Cs2CO3 (700 mg, 2.2 mmol) are combined in anhydrous DMF (25 mL) and stirred for 16 h at 55° C. under an atmosphere of nitrogen. The mixture was then cooled and diluted with ethyl acetate (100 mL), and washed with water then brine. The organic layer was dried with Na2SO4 and concentrated in vac... The reactants are N1=C(C=CC=C1)CNC(CC1=CC=C(C=C1)OCCCCCCCCCCCCCC)=O (N-(2-Pyridinylmethyl)-4-(tetradecyloxy)benzeneacetamide), CI (methyl iodide). Yields the product [I-].C[N+]1=C(C=CC=C1)CNC(CC1=CC=C(C=C1)OCCCCCCCCCCCCCC)=O (1-Methyl-2-[[[[4-(tetradecyloxy)phenyl]acetyl]amino]methyl]pyridinium iodide). Isolated yield 87.6%. As a reaction SMILES: [N:1]1[CH:6]=[CH:5][CH:4]=[CH:3][C:2]=1[CH2:7][NH:8][C:9](=[O:32])[CH2:10][C:11]1[CH:16]=[CH:15][C:14]([O:17][CH2:18][CH2:19][CH2:20][CH2:21][CH2:22][CH2:23][CH2:24][CH2:25][CH2:26][CH2:27][CH2:28][CH2:29][CH2:30][CH3:31])=[CH:13][CH:12]=1.[CH3:33][I:34]>>[I-:34].[CH3:33][N+:1]1[CH:6]=[CH:5][CH:4]=[CH:3][C:2]=1[CH2:7][NH:8][C:9](=[O:32])[CH2:10][C:11]1[CH:12]=[CH:13][C:14]([O:17][CH2:18][CH2:19][CH2:20][CH2:21][CH2:22][CH2:23][CH2:24][CH2:25][CH2:26][CH2:27][CH2:28][CH2:29][CH2:30][CH3:31])=[CH:15][CH:16]=1 |f:2.3|. Procedure: The title compound is prepared by the procedure of Example 28 using 1.0 g of product from Example 54 and 16.18 g of methyl iodide. The residue is recrystallized from methyl alcohol to give 1.16 g of the desired product as cream prisms. Reactants: O (water), N1=CC=CC=C1 (pyridine), C(C)(=O)OC(C)=O (acetic anhydride), C(#N)C=1C=CC2=C([C@H]([C@@H](C(O2)(C)C)O)N2C(C=C(C2)OCC)=O)C1 (6-cyano-3,4-dihydro-2,2-dimethyl-trans-3-hydroxy-4-(4-ethoxy-2-oxo-3-pyrrolin-1-yl)-2H-1-benzopyran). Run in C(Cl)Cl (methylene chloride), C(Cl)Cl (methylene chloride). Reaction conditions: time 5 day. Yields the product C(#N)C=1C=CC2=C([C@H]([C@@H](C(O2)(C)C)OC(C)=O)N2C(C=C(C2)OCC)=O)C1 (6-cyano-3,4-dihydro-2,2-dimethyl-trans-3-acetyloxy-4-(4-ethoxy-2-oxo-3-pyrrolin-1-yl)-2H-1-benzopyran). As a reaction SMILES: [C:1]([C:3]1[CH:4]=[CH:5][C:6]2[O:11][C:10]([CH3:13])([CH3:12])[C@@H:9]([OH:14])[C@H:8]([N:15]3[CH2:19][C:18]([O:20][CH2:21][CH3:22])=[CH:17][C:16]3=[O:23])[C:7]=2[CH:24]=1)#[N:2].N1C=CC=CC=1.[C:31](OC(=O)C)(=[O:33])[CH3:32].O>C(Cl)Cl>[C:1]([C:3]1[CH:4]=[CH:5][C:6]2[O:11][C:10]([CH3:12])([CH3:13])[C@@H:9]([O:14][C:31](=[O:33])[CH3:32])[C@H:8]([N:15]3[CH2:19][C:18]([O:20][CH2:21][CH3:22])=[CH:17][C:16]3=[O:23])[C:7]=2[CH:24]=1)#[N:2]. Reported procedure: To a suspension of 6-cyano-3,4-dihydro-2,2-dimethyl-trans-3-hydroxy-4-(4-ethoxy-2-oxo-3-pyrrolin-1-yl)-2H-1-benzopyran (0.5 g) in 25 ml of methylene chloride at 0° C. was added pyridine (0.415 g) and acetic anhydride (0.56 g), and the mixture stirred at room temperature for 5 days. The reaction mixture was then stirred with a mixture of 50 ml of water and 40 ml of methylene chloride. The organic layer was separated, washed with water, dried over anhydrous sodium sulfate and solvent removed under... Reactants: Cl.COC(=O)C=1NC(=NC1)[C@H](C)NC(=O)OC(C)(C)C (2-((S)-1-tert-butoxycarbonylamino-ethyl)-3H-imidazole-4-carboxylic acid methyl ester hydrochloride). The solvent is Cl (HCl), O1CCOCC1 (dioxane). Yields the product Cl.COC(=O)C=1NC(=NC1)[C@H](C)N (2-((S)-1-amino-ethyl)-3H-imidazole-4-carboxylic acid methyl ester hydrochloride). Yield: 104.6%. Reaction SMILES: [ClH:1].[CH3:2][O:3][C:4]([C:6]1[NH:7][C:8]([C@@H:11]([NH:13]C(OC(C)(C)C)=O)[CH3:12])=[N:9][CH:10]=1)=[O:5]>Cl.O1CCOCC1>[ClH:1].[CH3:2][O:3][C:4]([C:6]1[NH:7][C:8]([C@@H:11]([NH2:13])[CH3:12])=[N:9][CH:10]=1)=[O:5] |f:0.1,4.5|. Reported procedure: A solution of 2-((S)-1-tert-butoxycarbonylamino-ethyl)-3H-imidazole-4-carboxylic acid methyl ester hydrochloride (50 mg, 186 μmol) in 4M HCl in dioxane (2 mL) was stirred at room temperature for 15 h. The mixture was concentrated in vacuo, washed with ether to give 2-((S)-1-amino-ethyl)-3H-imidazole-4-carboxylic acid methyl ester hydrochloride (40 mg, quantitative) as a yellow oil, LCMS, [M+H]=170.